This data is from the Open Reaction Database (ORD), a public repository of structured organic reaction records. The task is: describe an organic reaction: reactants, conditions, products, and yield The reactants are CCOC(=O)C(F)P(=O)(OCC)OCC (triethyl 2-fluoro-2-phosphonoacetate), C(CCC)[Li] (n-butyllithium), C(C)OC=1C(=CC=2C=CCC(C2C1)(C)C)C(C)=O (1-(3-ethoxy-5,5-dimethyl-5,6-dihydro-naphthalen-2-yl)-ethanone). Solvent: C1CCOC1 (THF), C1CCOC1 (THF). Conditions: time 10 minute. Product: C(C)OC=1C(=CC=2C=CCC(C2C1)(C)C)/C(=C(\C(=O)OCC)/F)/C (Ethyl (2E)-3-(3-ethoxy-5,5-dimethyl-5,6-dihydro-naphthalen-2-yl)-2-fluoro-but-2-enoate). RXN SMILES: [CH3:1][CH2:2][O:3][C:4]([CH:6](P(OCC)(OCC)=O)[F:7])=[O:5].C([Li])CCC.[CH2:21]([O:23][C:24]1[C:25]([C:36](=O)[CH3:37])=[CH:26][C:27]2[CH:28]=[CH:29][CH2:30][C:31]([CH3:35])([CH3:34])[C:32]=2[CH:33]=1)[CH3:22]>C1COCC1>[CH2:21]([O:23][C:24]1[C:25](/[C:36](/[CH3:37])=[C:6](/[F:7])\[C:4]([O:3][CH2:2][CH3:1])=[O:5])=[CH:26][C:27]2[CH:28]=[CH:29][CH2:30][C:31]([CH3:35])([CH3:34])[C:32]=2[CH:33]=1)[CH3:22]. Procedure details: To a solution of triethyl 2-fluoro-2-phosphonoacetate (0.61 g, 2.50 mmol) in THF (5 mL) at −78° C. was added n-butyllithium (1.6 M in hexane, 1.6 mL, 2.5 mmol). After 10 min, a solution of 1-(3-ethoxy-5,5-dimethyl-5,6-dihydro-naphthalen-2-yl)-ethanone (Compound A-25, 122 mg, 0.50 mmol) in THF (2 mL) was added and the reaction was stirred for 6 b while warming gradually to room temperature. The reaction was then quenched with aqueous NH4Cl and extracted with ethyl acetate. The combined organic la... Starting materials: crude material, ClC1=C(C=O)C(=CC=C1[N+](=O)[O-])Cl (2,6-dichloro-3-nitrobenzaldehyde), C(C)(=O)[O-].[Na+] (sodium acetate), C(C)O (ethanol), Cl.C(=O)(O)CON.C(=O)(O)CON (carboxymethoxylamine hemihydrochloride), product. Solvent: O (water). Product: ClC(C(=O)O)ON=CC1=CC(=CC=C1Cl)[N+](=O)[O-] (2,6-Dichloro-3-nitrobenzylideneaminooxyacetic Acid). Reaction SMILES: Cl[C:2]1[C:9]([N+:10]([O-:12])=[O:11])=[CH:8][CH:7]=[C:6]([Cl:13])[C:3]=1[CH:4]=O.C(O)C.[ClH:17].[C:18]([CH2:21][O:22][NH2:23])([OH:20])=[O:19].C(CON)(O)=O.C([O-])(=O)C.[Na+]>O>[Cl:17][CH:21]([O:22][N:23]=[CH:4][C:3]1[C:6]([Cl:13])=[CH:7][CH:8]=[C:9]([N+:10]([O-:12])=[O:11])[CH:2]=1)[C:18]([OH:20])=[O:19] |f:2.3.4,5.6|. Reported procedure: A warm solution of 2,6-dichloro-3-nitrobenzaldehyde, 1.8 gm. in 20 ml. of ethanol was stirred into a solution of 0.9 gm. (0.008 equivs.) of carboxymethoxylamine hemihydrochloride and 0.45 gm. of sodium acetate, anhyd., in 20 ml. of water at room temperature. The mixture was heated on the steam bath for one-half hour, and was then evaporated to dryness at room temperature. The residue was triturated with cold water, filtered, washed with cold water and dried in air to obtain 2.1 gm. (87.4%) of cr... The product is BrC=1C=C(C=CC1)C(CC=O)CC=O (3-(3-Bromophenyl)pentanedial). Conditions: temperature -78 celsius, time 30 minute. RXN SMILES: [O:1]=[O+][O-].[Br:4][C:5]1[CH:10]=[CH:9][CH:8]=[C:7]([CH:11]([CH2:15][CH:16]=C)[CH2:12]C=C)[CH:6]=1.C1(P(C2C=CC=CC=2)C2C=CC=CC=2)C=CC=CC=1.[CH3:37][OH:38]>C(Cl)Cl>[Br:4][C:5]1[CH:6]=[C:7]([CH:11]([CH2:15][CH:16]=[O:1])[CH2:12][CH:37]=[O:38])[CH:8]=[CH:9][CH:10]=1. Procedure details: Ozone was bubbled through a solution of 1-bromo-3-(hepta-1,6-dien-4-yl)benzene (6.14 g, 24.4 mmol) in CH3OH (10 ml) and CH2Cl2 (90 ml) at −78° C. for 30 min at which time the solution was pale blue. Nitrogen was then bubbled through the solution for 5 min and the solution became clear. Polymer support triphenylphosphine (20 g, 60.0 mmol) was added and the solution stirred at −78° C. for 30 min. The dry ice/acetone bath was removed and the heterogeneous mixture was stirred for 1 h. The heterogene... Solvent: C(Cl)Cl (CH2Cl2). Starting materials: O=[O+][O-] (Ozone), BrC1=CC(=CC=C1)C(CC=C)CC=C (1-bromo-3-(hepta-1,6-dien-4-yl)benzene), CO (CH3OH), C1(=CC=CC=C1)P(C1=CC=CC=C1)C1=CC=CC=C1 (triphenylphosphine). Reactants: CS(=O)(=O)O (methanesulfonic acid), C[C@@]1(C(=O)N2[C@H](C(=O)N3CCC[C@H]3[C@@]2(O1)O)CC4=CC=CC=C4)NC(=O)[C@@H]5CN([C@@H]6CC7=CNC8=CC=CC(=C78)C6=C5)C (Ergotaminine), C(C)OCC (diethylether). Solvent: C(C)O (ethanol). Product: C[C@@]1(C(=O)N2[C@H](C(=O)N3CCC[C@H]3[C@@]2(O1)O)CC4=CC=CC=C4)NC(=O)[C@H]5CN([C@H]6CC7=CNC8=CC=CC(=C78)C6=C5)C.CS(=O)(=O)O (Ergotaminine methanesulfonate). RXN SMILES: [CH3:1][C@@:2]1([NH:24][C:25]([C@H:27]2[CH:42]=[C:41]3[C@@H:30]([CH2:31][C:32]4[C:40]5[C:35](=[CH:36][CH:37]=[CH:38][C:39]=53)[NH:34][CH:33]=4)[N:29]([CH3:43])[CH2:28]2)=[O:26])[O:15][C@:14]2([OH:16])[N:5]([C@@H:6]([CH2:17][C:18]3[CH:23]=[CH:22][CH:21]=[CH:20][CH:19]=3)[C:7]([N:9]3[C@H:13]2[CH2:12][CH2:11][CH2:10]3)=[O:8])[C:3]1=[O:4].[CH3:44][S:45]([OH:48])(=[O:47])=[O:46].C(OCC)C>C(O)C>[CH3:1][C@@:2]1([NH:24][C:25]([C@@H:27]2[CH:42]=[C:41]3[C@H:30]([CH2:31][C:32]4[C:40]5[C:35](=[CH:36][CH:37]=[CH:38][C:39]=53)[NH:34][CH:33]=4)[N:29]([CH3:43])[CH2:28]2)=[O:26])[O:15][C@:14]2([OH:16])[N:5]([C@@H:6]([CH2:17][C:18]3[CH:23]=[CH:22][CH:21]=[CH:20][CH:19]=3)[C:7]([N:9]3[C@H:13]2[CH2:12][CH2:11][CH2:10]3)=[O:8])[C:3]1=[O:4].[CH3:44][S:45]([OH:48])(=[O:47])=[O:46] |f:4.5|. Procedure details: Ergotaminine (1.25 g; 2.15 mmoles) was dissolved in absolute ethanol (53 ml), containing methanesulfonic acid (0.16 ml; 2.46 mmoles). The clear solution was poured into absolute diethylether (430 ml). The precipitated salt was filtered off and dried in vacuo. Ergotaminine methanesulfonate (1.3 g; 99.2% of the theory) with a melting point of 184°-187° C. was obtained. RXN SMILES: [C:1]1([S:7]([C:10]2[C:14]([S:15][CH3:16])=[N:13][NH:12][C:11]=2[NH2:17])(=[O:9])=[O:8])[CH:6]=[CH:5][CH:4]=[CH:3][CH:2]=1.C[O:19][CH2:20][C:21](=O)[CH2:22][C:23]([O:25][CH2:26]C)=O>C(O)(=O)C>[C:1]1([S:7]([C:10]2[C:14]([S:15][CH3:16])=[N:13][N:12]3[C:20]([OH:19])=[CH:21][C:22]([CH2:23][O:25][CH3:26])=[N:17][C:11]=23)(=[O:9])=[O:8])[CH:2]=[CH:3][CH:4]=[CH:5][CH:6]=1. The solvent is C(C)(=O)O (acetic acid). Yield: 84.8%. Starting materials: C1(=CC=CC=C1)S(=O)(=O)C1=C(NN=C1SC)N (4-benzenesulphonyl-5-methylsulphanyl-2H-pyrazol-3-ylamine), COCC(CC(=O)OCC)=O (ethyl 4-methoxy-acetoacetate). Procedure: A solution of 2.69 g (10 mmol) 4-benzenesulphonyl-5-methylsulphanyl-2H-pyrazol-3-ylamine and 1.46 g (10 mmol) of ethyl 4-methoxy-acetoacetate in 10 ml of acetic acid was heated at reflux for 3 hrs. The reaction solution was evaporated and the residue was partitioned between H2O and CH2Cl2. The aqueous phase was extracted three times with 80 ml of CH2Cl2. The combined organic phases were dried (MgSO4), filtered and evaporated. Chromatography (SiO2, CH2Cl2/MeOH 25:1) yielded 3.1 g (85%) of 3-benze... Product: C1(=CC=CC=C1)S(=O)(=O)C=1C(=NN2C1N=C(C=C2O)COC)SC (3-benzenesulphonyl-5-methoxymethyl-2-methylsulphanyl-pyrazolo[1,5-a]pyrimidin-7-ol).